This data is from the Open Reaction Database (ORD), a public repository of structured organic reaction records. The task is: describe an organic reaction: reactants, conditions, products, and yield Reactants: O=C(NCc1ccc(F)cc1)C1(CCCCBr)c2ccccc2-c2ccccc21, c1ccc2sc(N3CCNCC3)nc2c1. The product is O=C(NCc1ccc(F)cc1)C1(CCCCN2CCN(c3nc4ccccc4s3)CC2)c2ccccc2-c2ccccc21. RXN SMILES: [F:1][c:2]1[cH:3][cH:4][c:5]([CH2:6][NH:7][C:8](=[O:9])[C:10]2([CH2:23][CH2:24][CH2:25][CH2:26][Br:27])[c:11]3[cH:12][cH:13][cH:14][cH:15][c:16]3-[c:17]3[cH:18][cH:19][cH:20][cH:21][c:22]32)[cH:28][cH:29]1.[N:30]1([c:36]2[s:37][c:38]3[c:39]([n:40]2)[cH:41][cH:42][cH:43][cH:44]3)[CH2:31][CH2:32][NH:33][CH2:34][CH2:35]1>>[F:1][c:2]1[cH:3][cH:4][c:5]([CH2:6][NH:7][C:8](=[O:9])[C:10]2([CH2:23][CH2:24][CH2:25][CH2:26][N:33]3[CH2:32][CH2:31][N:30]([c:36]4[s:37][c:38]5[c:39]([n:40]4)[cH:41][cH:42][cH:43][cH:44]5)[CH2:35][CH2:34]3)[c:11]3[cH:12][cH:13][cH:14][cH:15][c:16]3-[c:17]3[cH:18][cH:19][cH:20][cH:21][c:22]32)[cH:28][cH:29]1. The reactants are COC(=O)Cc1cccc(NC(=O)NCC(=O)N2C(C(=O)OC(C)(C)C)CSC2c2ccccc2OC)c1, CO, [K+], [Na+], [OH-], [OH-], O. Yields the product COc1ccccc1C1SCC(C(=O)OC(C)(C)C)N1C(=O)CNC(=O)Nc1cccc(CC(=O)O)c1. As a reaction SMILES: [C:1]([CH3:2])([CH3:3])([CH3:4])[O:5][C:6](=[O:7])[CH:8]1[N:9]([C:21]([CH2:22][NH:23][C:24]([NH:25][c:26]2[cH:27][c:28]([CH2:32][C:33](=[O:34])[O:35][CH3:36])[cH:29][cH:30][cH:31]2)=[O:37])=[O:38])[CH:10]([c:13]2[c:14]([O:19][CH3:20])[cH:15][cH:16][cH:17][cH:18]2)[S:11][CH2:12]1.[CH3:41][OH:42].[K+:40].[Na+:45].[OH-:39].[OH-:44].[OH2:43]>>[C:1]([CH3:2])([CH3:3])([CH3:4])[O:5][C:6](=[O:7])[CH:8]1[N:9]([C:21]([CH2:22][NH:23][C:24]([NH:25][c:26]2[cH:27][c:28]([CH2:32][C:33](=[O:34])[OH:35])[cH:29][cH:30][cH:31]2)=[O:37])=[O:38])[CH:10]([c:13]2[c:14]([O:19][CH3:20])[cH:15][cH:16][cH:17][cH:18]2)[S:11][CH2:12]1. The reactants are S(O)(O)(=O)=O (Sulfuric acid), FC1=C(C(=CC=C1)F)[C@@H]1CC[C@H](C=2N(C1)C(=CN2)C(C)(C)O)NC(OC(C)(C)C)=O (tert-butyl [(6S,9R)-6-(2,6-difluorophenyl)-3-(1-hydroxy-1-methylethyl)-6,7,8,9-tetrahydro-5H-imidazo[1,2-a]azepin-9-yl]carbamate), CO (methanol). Conditions: temperature 60 celsius, time 3 hour. The product is FC1=C(C(=CC=C1)F)[C@@H]1CC[C@H](C=2N(C1)C(=CN2)C(C)(C)OC)N ((6S,9R)-6-(2,6-Difluorophenyl)-3-(1-methoxy-1-methylethyl)-6,7,8,9-tetrahydro-5H-imidazo[1,2-a]azepin-9-amine). Reaction SMILES: S(=O)(=O)(O)O.[F:6][C:7]1[CH:12]=[CH:11][CH:10]=[C:9]([F:13])[C:8]=1[C@H:14]1[CH2:20][N:19]2[C:21]([C:24]([OH:27])([CH3:26])[CH3:25])=[CH:22][N:23]=[C:18]2[C@H:17]([NH:28]C(=O)OC(C)(C)C)[CH2:16][CH2:15]1.[CH3:36]O>>[F:6][C:7]1[CH:12]=[CH:11][CH:10]=[C:9]([F:13])[C:8]=1[C@H:14]1[CH2:20][N:19]2[C:21]([C:24]([O:27][CH3:36])([CH3:26])[CH3:25])=[CH:22][N:23]=[C:18]2[C@H:17]([NH2:28])[CH2:16][CH2:15]1. Procedure details: Sulfuric acid (0.15 mL, 2.85 mmol) was added to a solution of tert-butyl [(6S,9R)-6-(2,6-difluorophenyl)-3-(1-hydroxy-1-methylethyl)-6,7,8,9-tetrahydro-5H-imidazo[1,2-a]azepin-9-yl]carbamate (120 mg, 0.285 mmol) in methanol (1.5 mL). The reaction mixture was heated to 60° C. After 3 h, the reaction was quenched with saturated aqueous sodium bicarbonate. The mixture was extracted with dichloromethane (3×), washed with saturated brine, dried over magnesium sulfate, filtered and concentrated. MS 33...